From a dataset of the Open Reaction Database (ORD), a public repository of structured organic reaction records. describe an organic reaction: reactants, conditions, products, and yield The reactants are Cl, O=N[O-], COc1c(Cl)cc(F)c(-n2c(=O)cc(C(F)(F)F)n(C)c2=O)c1N, [Na+]. The product is COc1c(Cl)cc(F)c(-n2c(=O)cc(C(F)(F)F)n(C)c2=O)c1NN. Reaction SMILES: [ClH:29].[N:25]([O-:26])=[O:27].[NH2:1][c:2]1[c:3](-[n:12]2[c:13](=[O:24])[n:14]([CH3:23])[c:15]([C:19]([F:20])([F:21])[F:22])[cH:16][c:17]2=[O:18])[c:4]([F:11])[cH:5][c:6]([Cl:10])[c:7]1[O:8][CH3:9].[Na+:28]>>[NH:1]([c:2]1[c:3](-[n:12]2[c:13](=[O:24])[n:14]([CH3:23])[c:15]([C:19]([F:20])([F:21])[F:22])[cH:16][c:17]2=[O:18])[c:4]([F:11])[cH:5][c:6]([Cl:10])[c:7]1[O:8][CH3:9])[NH2:25].